This data is from the Open Reaction Database (ORD), a public repository of structured organic reaction records. The task is: describe an organic reaction: reactants, conditions, products, and yield Reactants: BrC(CCCCC(=O)OC)C(C=1C=NC=CC1)O (methyl 6-bromo-7-hydroxy-7-(3-pyridyl)-heptanoate), [H-].[Na+] (sodium hydride). The solvent is C1CCOC1 (THF), C(C)(=O)OCC (ethyl acetate). Run at time 3 hour. Yields the product N1=CC(=CC=C1)C1OC1CCCCC(=O)OC (2-(3-pyridyl)-3-(4-methoxycarbonylbutyl)-oxirane). Reaction SMILES: Br[CH:2]([CH:11]([OH:18])[C:12]1[CH:13]=[N:14][CH:15]=[CH:16][CH:17]=1)[CH2:3][CH2:4][CH2:5][CH2:6][C:7]([O:9][CH3:10])=[O:8].[H-].[Na+]>C1COCC1.C(OCC)(=O)C>[N:14]1[CH:15]=[CH:16][CH:17]=[C:12]([CH:11]2[CH:2]([CH2:3][CH2:4][CH2:5][CH2:6][C:7]([O:9][CH3:10])=[O:8])[O:18]2)[CH:13]=1 |f:1.2|. Procedure: 16.3 g of methyl 6-bromo-7-hydroxy-7-(3-pyridyl)-heptanoate is dissolved in 200 ml of THF and 4.5 g of 50% sodium hydride in mineral oil added in portions. After stirring at room temperature for 3 h, the reaction mixture is diluted with ethyl acetate, filtered and concentrated to give crude product which is further purified by column chromatography on silica gel using ethyl acetate as eluent to yield 2-(3-pyridyl)-3-(4-methoxycarbonylbutyl)-oxirane. Starting materials: crude product, [OH-].[K+] (KOH), Example 5 ( 2 ), CC1=CC(=CC=C1)NC(=O)C (m-acetotoluidine), 3,4-bromomethylenedioxybenzene, C([O-])([O-])=O.[K+].[K+] (potassium carbonate). The reagents and catalysts are S(=O)(=O)([O-])[O-].[Cu+2] (copper sulfate). The solvent is CO (methanol). Product: C1OC=2C=C(C=CC2O1)NC=1C=C(C=CC1)C (N-3,4-methylenedioxyphenyl-N-m-tolylamine). Isolated yield 40.3%. RXN SMILES: [CH3:1][C:2]1[CH:7]=[CH:6][CH:5]=[C:4]([NH:8][C:9]([CH3:11])=O)[CH:3]=1.[C:12](=[O:15])([O-])[O-:13].[K+].[K+].[OH-].[K+]>S([O-])([O-])(=O)=O.[Cu+2].CO>[CH2:12]1[O:15][C:3]2[CH:4]=[CH:11][C:9]([NH:8][C:4]3[CH:3]=[C:2]([CH3:1])[CH:7]=[CH:6][CH:5]=3)=[CH:1][C:2]=2[O:13]1 |f:1.2.3,4.5,6.7|. Procedure details: A mixture of 40.0 g (268.1 mol) of m-acetotoluidine, 45.0 g (223.9 mol) of 3,4-bromomethylenedioxybenzene, 8 g (50.1 mol) of copper sulfate, and 31 g (267.7 mmol) of potassium carbonate was reacted in the same manner as in Example 5 (2) to obtain a crude reaction product. A mixture of this crude product, 50 g (757.4 mmol) of 85% KOH, and 200 ml of methanol was refluxed overnight and then concentrated. Water was added thereto. The resultant mixture was extracted with toluene twice. The toluene ph... Reactants: [Br-], COC(=O)COc1cccc(C(C)=O)c1. Product: COC(=O)COc1cccc(C(=O)CBr)c1. RXN SMILES: [Br-:16].[C:1]([CH3:2])(=[O:3])[c:4]1[cH:5][c:6]([O:7][CH2:8][C:9](=[O:10])[O:11][CH3:12])[cH:13][cH:14][cH:15]1>>[C:1]([CH2:2][Br:16])(=[O:3])[c:4]1[cH:5][c:6]([O:7][CH2:8][C:9](=[O:10])[O:11][CH3:12])[cH:13][cH:14][cH:15]1. Reactants: O=C1C(CN(CC1)C(=O)OC(C)(C)C)=CN(C)C (tert-butyl 4-oxo-3-(dimethylaminomethylidene)-1-piperidinecarboxylate), Intermediate 28, C(C)(=O)O.C(C)(=N)N (acetamidine acetate). Yields the product C(C)(C)(C)OC(=O)N1CC2=C(N=C(N=C2)C)CC1 (6-(tert-Butoxycarbonyl)-2-methyl-5,6,7,8-tetrahydropyrido[4,3-d]pyrimidine). As a reaction SMILES: O=[C:2]1[CH2:7][CH2:6][N:5]([C:8]([O:10][C:11]([CH3:14])([CH3:13])[CH3:12])=[O:9])[CH2:4][C:3]1=[CH:15]N(C)C.C(O)(=O)C.[C:23]([NH2:26])(=[NH:25])[CH3:24]>>[C:11]([O:10][C:8]([N:5]1[CH2:6][CH2:7][C:2]2[N:25]=[C:23]([CH3:24])[N:26]=[CH:15][C:3]=2[CH2:4]1)=[O:9])([CH3:14])([CH3:12])[CH3:13] |f:1.2|. Procedure: Reaction of tert-butyl 4-oxo-3-(dimethylaminomethylidene)-1-piperidinecarboxylate (1.15 g) from Intermediate 28, Step A with acetamidine acetate (0.54 g) according to the procedure described for Intermediate 28, Step B, and purification by flash chromatography (silica gel; 2% methanol/dichloromethane as eluant) afforded the title compound as a viscous orange oil.